This data is from the Open Reaction Database (ORD), a public repository of structured organic reaction records. The task is: describe an organic reaction: reactants, conditions, products, and yield The product is CN1CCC(c2c[nH]c3ccc(-c4ccc(F)cc4)nc23)CC1. Reaction SMILES: [C:35](=[O:36])([OH:37])[O-:38].[CH:122]([Cl:123])([Cl:124])[Cl:125].[F:1][C:2]([F:3])([F:4])[S:5]([O:6][c:7]1[n:8][c:9]2[c:10]([CH:16]3[CH2:17][CH2:18][N:19]([CH3:22])[CH2:20][CH2:21]3)[cH:11][nH:12][c:13]2[cH:14][cH:15]1)(=[O:23])=[O:24].[Na+:39].[O:40]1[CH2:41][CH2:42][CH2:43][CH2:44]1.[OH:25][B:26]([OH:27])[c:28]1[cH:29][cH:30][c:31]([F:32])[cH:33][cH:34]1.[cH:45]1[cH:46][cH:47][c:48]([P:49]([Pd:50]([P:51]([c:52]2[cH:53][cH:54][cH:55][cH:56][cH:57]2)([c:58]2[cH:59][cH:60][cH:61][cH:62][cH:63]2)[c:64]2[cH:65][cH:66][cH:67][cH:68][cH:69]2)([P:70]([c:71]2[cH:72][cH:73][cH:74][cH:75][cH:76]2)([c:77]2[cH:78][cH:79][cH:80][cH:81][cH:82]2)[c:83]2[cH:84][cH:85][cH:86][cH:87][cH:88]2)[P:89]([c:90]2[cH:91][cH:92][cH:93][cH:94][cH:95]2)([c:96]2[cH:97][cH:98][cH:99][cH:100][cH:101]2)[c:102]2[cH:103][cH:104][cH:105][cH:106][cH:107]2)([c:108]2[cH:109][cH:110][cH:111][cH:112][cH:113]2)[c:114]2[cH:115][cH:116][cH:117][cH:118][cH:119]2)[cH:120][cH:121]1>>[c:7]1(-[c:28]2[cH:29][cH:30][c:31]([F:32])[cH:33][cH:34]2)[n:8][c:9]2[c:10]([CH:16]3[CH2:17][CH2:18][N:19]([CH3:22])[CH2:20][CH2:21]3)[cH:11][nH:12][c:13]2[cH:14][cH:15]1. Reactants: O=C([O-])O, ClC(Cl)Cl, CN1CCC(c2c[nH]c3ccc(OS(=O)(=O)C(F)(F)F)nc23)CC1, [Na+], C1CCOC1, OB(O)c1ccc(F)cc1, c1ccc(P(c2ccccc2)(c2ccccc2)[Pd](P(c2ccccc2)(c2ccccc2)c2ccccc2)(P(c2ccccc2)(c2ccccc2)c2ccccc2)P(c2ccccc2)(c2ccccc2)c2ccccc2)cc1. The reactants are CN=C=S, CO, NCCCCc1csc(NC(N)=NCC(F)(F)F)n1. Product: CNC(=S)NCCCCc1csc(NC(N)=NCC(F)(F)F)n1. Reaction SMILES: [CH3:20][N:21]=[C:22]=[S:23].[CH3:24][OH:25].[F:1][C:2]([CH2:3][N:4]=[C:5]([NH:6][c:7]1[s:8][cH:9][c:10]([CH2:12][CH2:13][CH2:14][CH2:15][NH2:16])[n:11]1)[NH2:17])([F:18])[F:19]>>[F:1][C:2]([CH2:3][N:4]=[C:5]([NH:6][c:7]1[s:8][cH:9][c:10]([CH2:12][CH2:13][CH2:14][CH2:15][NH:16][C:22]([NH:21][CH3:20])=[S:23])[n:11]1)[NH2:17])([F:18])[F:19].